This data is from the Open Reaction Database (ORD), a public repository of structured organic reaction records. The task is: describe an organic reaction: reactants, conditions, products, and yield Reactants: cuprous cyanide, BrCC#CCC#C (1-bromo-2,5-hexadiyne), solution, C(C)[Mg]Br (ethylmagnesium bromide), O(C1=CC=CC=C1)CC#C (3-phenoxy-1-propyne), S(O)(O)(=O)=O (sulfuric acid). Run in O1CCCC1 (tetrahydrofuran), O1CCCC1 (tetrahydrofuran), CCOCC (ether). Reaction conditions: temperature 0 celsius, time 1 hour. Product: O(C1=CC=CC=C1)CC#CCC#CCC#C (9-phenoxy-1,4,7-nonatriyne). RXN SMILES: C([Mg]Br)C.[O:5]([CH2:12][C:13]#[CH:14])[C:6]1[CH:11]=[CH:10][CH:9]=[CH:8][CH:7]=1.Br[CH2:16][C:17]#[C:18][CH2:19][C:20]#[CH:21].S(=O)(=O)(O)O>CCOCC.O1CCCC1>[O:5]([CH2:12][C:13]#[C:14][CH2:16][C:17]#[C:18][CH2:19][C:20]#[CH:21])[C:6]1[CH:11]=[CH:10][CH:9]=[CH:8][CH:7]=1. Reported procedure: 4.81 ml (1.92 g, 14.4 mmol) of a 3N solution of ethylmagnesium bromide in ether was added dropwise under argon to a solution of 2 g (15.15 mmol) of 3-phenoxy-1-propyne (G. Pourcelot, et al., Bull. Soc. Chim., France, (1966), pp 3016-24, in 15 ml of anhydrous tetrahydrofuran. The rate of addition was adjusted to maintain the temperature at 0° C. Thereafter, the reaction mixture was stirred for 1 hour further at 0°-5° C. Then, 77 mg of cuprous cyanide was added. After stirring 20 minutes more, a s... Starting materials: CN(C)c1cccc(Br)n1, CC(c1ccc(B2OC(C)(C)C(C)(C)O2)cc1)N1CCC(CC(C)(C)O)(c2ccccc2)OC1=O. The product is CC(c1ccc(-c2cccc(N(C)C)n2)cc1)N1CCC(CC(C)(C)O)(c2ccccc2)OC1=O. RXN SMILES: [Br:36][c:37]1[n:38][c:39]([N:43]([CH3:44])[CH3:45])[cH:40][cH:41][cH:42]1.[OH:1][C:2]([CH2:3][C:4]1([c:28]2[cH:29][cH:30][cH:31][cH:32][cH:33]2)[CH2:5][CH2:6][N:7]([CH:11]([CH3:12])[c:13]2[cH:14][cH:15][c:16]([B:19]3[O:20][C:21]([CH3:22])([CH3:23])[C:24]([CH3:25])([CH3:26])[O:27]3)[cH:17][cH:18]2)[C:8](=[O:10])[O:9]1)([CH3:34])[CH3:35]>>[OH:1][C:2]([CH2:3][C:4]1([c:28]2[cH:29][cH:30][cH:31][cH:32][cH:33]2)[CH2:5][CH2:6][N:7]([CH:11]([CH3:12])[c:13]2[cH:14][cH:15][c:16](-[c:37]3[n:38][c:39]([N:43]([CH3:44])[CH3:45])[cH:40][cH:41][cH:42]3)[cH:17][cH:18]2)[C:8](=[O:10])[O:9]1)([CH3:34])[CH3:35]. Reactants: C(C)N1N=C(C=C1CCS(=O)(=O)C)C(=O)OCC (ethyl 1-ethyl-5-(2-methanesulfonylethyl)-1H-pyrazole-3-carboxylate), [OH-].[NH4+] (ammonium hydroxide). Yields the product C(C)N1N=C(C=C1CCS(=O)(=O)C)C(=O)N (1-ethyl-5-(2-methanesulfonylethyl)-1H-pyrazole-3-carboxamide). RXN SMILES: [CH2:1]([N:3]1[C:7]([CH2:8][CH2:9][S:10]([CH3:13])(=[O:12])=[O:11])=[CH:6][C:5]([C:14]([O:16]CC)=O)=[N:4]1)[CH3:2].[OH-].[NH4+:20]>>[CH2:1]([N:3]1[C:7]([CH2:8][CH2:9][S:10]([CH3:13])(=[O:12])=[O:11])=[CH:6][C:5]([C:14]([NH2:20])=[O:16])=[N:4]1)[CH3:2] |f:1.2|. Reported procedure: The method described in Part C of Example 10 was used to treat ethyl 1-ethyl-5-(2-methanesulfonylethyl)-1H-pyrazole-3-carboxylate (4.6 g, 17 mmol) with ammonium hydroxide (100 mL). The solid was isolated by filtration and washed with water to provide 3.0 g of 1-ethyl-5-(2-methanesulfonylethyl)-1H-pyrazole-3-carboxamide as a white powder, which was mixed with material from another run. Reactants: OC1=C(C(=CC(=C1CCC(C)C)OC)OC)C(CCC1=CC(=C(C=C1)OC)OCOC)=O (1-(2-hydroxy-4,6-dimethoxy-3-isopentylphenyl)-3-(4-methoxy-3-methoxymethoxyphenyl)-1-propanone), [H-].[Na+] (sodium hydride), BrCC(=O)OC (methyl α-bromoacetate). Solvent: CN(C=O)C (dimethylformamide). Run at time 30 minute. The product is COC1=C(C(=C(C(=C1)OC)C(CCC1=CC(=C(C=C1)OC)OCOC)=O)OCC(=O)OC)CCC(C)C (1-(4,6-dimethoxy-2-methoxycarbonylmethoxy-3-isopentylphenyl)-3-(4-methoxy-3-methoxymethoxyphenyl)-1-propanone). As a reaction SMILES: [OH:1][C:2]1[C:7]([CH2:8][CH2:9][CH:10]([CH3:12])[CH3:11])=[C:6]([O:13][CH3:14])[CH:5]=[C:4]([O:15][CH3:16])[C:3]=1[C:17](=[O:32])[CH2:18][CH2:19][C:20]1[CH:25]=[CH:24][C:23]([O:26][CH3:27])=[C:22]([O:28][CH2:29][O:30][CH3:31])[CH:21]=1.[H-].[Na+].Br[CH2:36][C:37]([O:39][CH3:40])=[O:38]>CN(C)C=O>[CH3:14][O:13][C:6]1[CH:5]=[C:4]([O:15][CH3:16])[C:3]([C:17](=[O:32])[CH2:18][CH2:19][C:20]2[CH:25]=[CH:24][C:23]([O:26][CH3:27])=[C:22]([O:28][CH2:29][O:30][CH3:31])[CH:21]=2)=[C:2]([O:1][CH2:36][C:37]([O:39][CH3:40])=[O:38])[C:7]=1[CH2:8][CH2:9][CH:10]([CH3:12])[CH3:11] |f:1.2|. Reported procedure: Then, 20 ml of dimethylformamide was dropped into a mixture of 1-(2-hydroxy-4,6-dimethoxy-3-isopentylphenyl)-3-(4-methoxy-3-methoxymethoxyphenyl)-1-propanone and 0.4 g of sodium hydride at 0° C., and the mixture was stirred for 30 minutes. Then, 1.0 ml of methyl α-bromoacetate was added to the mixture at 0° C. and the mixture was stirred for 30 minutes. After the reaction, the solvent was removed from the reaction liquid mixture by distillation and the residue was dried under a reduced pressure ... Starting materials: C(C)C(C(=O)Cl)CC (2-ethylbutyryl chloride), C(C)C(C(=O)O)CC (2-ethylbutyric acid), C(C(=O)Cl)(=O)Cl (oxalyl chloride), C([O-])(O)=O.[Na+] (sodium bicarbonate), C(N)(=O)C=1C=C(C=C2C=CN(C12)CCCO)C[C@@H](C)N(C(OC(C)(C)C)=O)CCOC1=C(C=CC=C1)OCC(F)(F)F (tert-Butyl (R)-N-[2-[7-carbamoyl-1-(3-hydroxy-propyl)-1H-indol-5-yl]-1-methylethyl]-N-[2-[2-(2,2,2-trifluoroethoxy)phenoxy]ethyl]carbamate). The solvent is N1=CC=CC=C1 (pyridine). Run at time 8 hour. The product is C(C)C(C(=O)OCCCN1C=CC2=CC(=CC(=C12)C(N)=O)C[C@@H](C)N(CCOC1=C(C=CC=C1)OCC(F)(F)F)C(=O)OC(C)(C)C)CC ((R)-3-[5-[2-[N-(tert-butoxycarbonyl)-N-[2-[2-(2,2,2-trifluoroethoxy)phenoxy]ethyl]amino]propyl]-7-carbamoyl-1H-indol-1-yl]propyl 2-ethylbutyrate). Yield: 71.2%. RXN SMILES: [C:1]([C:4]1[CH:5]=[C:6]([CH2:17][C@H:18]([N:20]([CH2:28][CH2:29][O:30][C:31]2[CH:36]=[CH:35][CH:34]=[CH:33][C:32]=2[O:37][CH2:38][C:39]([F:42])([F:41])[F:40])[C:21](=[O:27])[O:22][C:23]([CH3:26])([CH3:25])[CH3:24])[CH3:19])[CH:7]=[C:8]2[C:12]=1[N:11]([CH2:13][CH2:14][CH2:15][OH:16])[CH:10]=[CH:9]2)(=[O:3])[NH2:2].[CH2:43]([CH:45]([CH2:49][CH3:50])[C:46](Cl)=[O:47])[CH3:44].C(C(CC)C(O)=O)C.C(Cl)(=O)C(Cl)=O.C(=O)(O)[O-].[Na+]>N1C=CC=CC=1>[CH2:43]([CH:45]([CH2:49][CH3:50])[C:46]([O:16][CH2:15][CH2:14][CH2:13][N:11]1[C:12]2[C:8](=[CH:7][C:6]([CH2:17][C@H:18]([N:20]([C:21]([O:22][C:23]([CH3:26])([CH3:24])[CH3:25])=[O:27])[CH2:28][CH2:29][O:30][C:31]3[CH:36]=[CH:35][CH:34]=[CH:33][C:32]=3[O:37][CH2:38][C:39]([F:40])([F:41])[F:42])[CH3:19])=[CH:5][C:4]=2[C:1](=[O:3])[NH2:2])[CH:9]=[CH:10]1)=[O:47])[CH3:44] |f:4.5|. Procedure: tert-Butyl (R)-N-[2-[7-carbamoyl-1-(3-hydroxy-propyl)-1H-indol-5-yl]-1-methylethyl]-N-[2-[2-(2,2,2-trifluoroethoxy)phenoxy]ethyl]carbamate (2.00 g) was dissolved in dry pyridine (3 ml), and 2-ethylbutyryl chloride (0.54 g) prepared from 2-ethylbutyric acid and oxalyl chloride was added to the solution. After the mixture was stirred overnight at room temperature, a saturated aqueous sodium bicarbonate solution was added to the reaction mixture, and the mixture was extracted with ethyl acetate. Th... Starting materials: [S-]C#N.[NH4+] (ammonium thiocyanate), C(C)(C)(C)OC(NC1CN(CC1)C(=O)Cl)=O ((1-Chlorocarbonyl-pyrrolidin-3-yl)carbamic acid tert-butyl ester), NC=1C(=NC=CC1OC)Cl (3-amino-2-chloro-4 methoxypyridine). The solvent is CC(=O)C (acetone). Yields the product C(C)(C)(C)OC(NC1CN(CC1)C(NC=1SC2=NC=CC(=C2N1)OC)=O)=O ([1-(7-Methoxy-thiazolo[5,4-b]pyridin-2-ylcarbamoyl)-pyrrolidin-3-yl]-carbamic acid tert-butyl ester). The yield is 14.6%. Reaction SMILES: [C:1]([O:5][C:6](=[O:16])[NH:7][CH:8]1[CH2:12][CH2:11][N:10]([C:13](Cl)=[O:14])[CH2:9]1)([CH3:4])([CH3:3])[CH3:2].[S-:17][C:18]#[N:19].[NH4+].[NH2:21][C:22]1[C:23](Cl)=[N:24][CH:25]=[CH:26][C:27]=1[O:28][CH3:29]>CC(C)=O>[C:1]([O:5][C:6](=[O:16])[NH:7][CH:8]1[CH2:12][CH2:11][N:10]([C:13](=[O:14])[NH:19][C:18]2[S:17][C:23]3[C:22]([N:21]=2)=[C:27]([O:28][CH3:29])[CH:26]=[CH:25][N:24]=3)[CH2:9]1)([CH3:4])([CH3:3])[CH3:2] |f:1.2|. Procedure: A magnetically stirred mixture of (1-Chlorocarbonyl-pyrrolidin-3-yl)carbamic acid tert-butyl ester (820 mg, 3.30 mmol) in acetone (15 mL) under a nitrogen atmosphere at 25 C was treated with ammonium thiocyanate (240 mg, 3.15 mmol). The reaction mixture was stirred at reflux for 30 min. At this time, the reaction was treated with 3-amino-2-chloro-4 methoxypyridine (440 mg, 2.78 mmol). The reaction mixture was refluxed overnight. At this time, the reaction was concentrated in vacuo, poured into w... The reactants are C(C)OC(=O)[C@H]1N=C(O[C@@H]1C1=CC=C(C=C1)S(=O)(=O)C)C1=CC=CC=C1 ((4S-trans)-4,5-Dihydro-5-[4-(methylsulfonyl)phenyl]-2-phenyl-4-oxazolecarboxylic acid ethyl ester), [BH4-].[K+] (potassium borohydride), Cl (HCl), O (water). Solvent: CO (methanol). Product: CS(=O)(=O)C1=CC=C(C=C1)[C@@H]1[C@H](N=C(O1)C1=CC=CC=C1)CO ((4R,5R)-4,5-Dihydro-5-[4-(methylsulfonyl)phenyl]-2-phenyl-4-oxazolemethanol), Compound II. Reaction SMILES: C([O:3][C:4]([C@@H:6]1[C@@H:10]([C:11]2[CH:16]=[CH:15][C:14]([S:17]([CH3:20])(=[O:19])=[O:18])=[CH:13][CH:12]=2)[O:9][C:8]([C:21]2[CH:26]=[CH:25][CH:24]=[CH:23][CH:22]=2)=[N:7]1)=O)C.[BH4-].[K+].Cl.O>CO>[CH3:20][S:17]([C:14]1[CH:13]=[CH:12][C:11]([C@H:10]2[O:9][C:8]([C:21]3[CH:26]=[CH:25][CH:24]=[CH:23][CH:22]=3)=[N:7][C@@H:6]2[CH2:4][OH:3])=[CH:16][CH:15]=1)(=[O:18])=[O:19] |f:1.2|. Procedure: (4S-trans)-4,5-Dihydro-5-[4-(methylsulfonyl)phenyl]-2-phenyl-4-oxazolecarboxylic acid ethyl ester (Compound IIIk) (about 5 g, 0.0134 moles) in methanol (about 50 mL) is reacted in a reaction vessel with potassium borohydride (about 1.1 g, 0.0201 moles) over about 6 hours while maintaining the temperature below about 60° C. The reaction is cooled to ambient room temperature and about 1N HCl (about 10 mL) and water (about 50 mL) are added. The resulting solids are filtered, washed with water, then...